Dataset: the Open Reaction Database (ORD), a public repository of structured organic reaction records. Task: describe an organic reaction: reactants, conditions, products, and yield The reactants are C(C)OCC (diethyl ether), CC1=CC=C(C=C1)C=1C(=CC=CC1)C(=O)NC1=CC=C(C(=O)N(C2=C(C=CC=C2)SCCCCCC(=O)N2CCN(CC2)C)C)C=C1 (4-(4′-methylbiphenyl-2-carboxamido)-N-methyl-N-[2-[5-(4-methylpiperazin-1-yl)carbonylpent-1-ylthio]phenyl]benzamide), ClC1=CC(=CC=C1)C(=O)OO (m-chloroperbenzoic acid), crude product. Run in ClCCl (dichloromethane). Run at time 2 hour. The product is CC1=CC=C(C=C1)C=1C(=CC=CC1)C(=O)NC1=CC=C(C(=O)N(C2=C(C=CC=C2)S(=O)CCCCCC(=O)N2CCN(CC2)C)C)C=C1 (4-(4′-methylbiphenyl-2-carboxamido)-N-methyl-N-[2-[5-(4-methylpiperazin-1-yl)carbonylpent-1-ylsulfinyl]phenyl]benzamide). Yield: 82.6%. As a reaction SMILES: [CH3:1][C:2]1[CH:7]=[CH:6][C:5]([C:8]2[C:9]([C:14]([NH:16][C:17]3[CH:47]=[CH:46][C:20]([C:21]([N:23]([CH3:45])[C:24]4[CH:29]=[CH:28][CH:27]=[CH:26][C:25]=4[S:30][CH2:31][CH2:32][CH2:33][CH2:34][CH2:35][C:36]([N:38]4[CH2:43][CH2:42][N:41]([CH3:44])[CH2:40][CH2:39]4)=[O:37])=[O:22])=[CH:19][CH:18]=3)=[O:15])=[CH:10][CH:11]=[CH:12][CH:13]=2)=[CH:4][CH:3]=1.ClC1C=CC=C(C(OO)=[O:56])C=1.C(OCC)C>ClCCl>[CH3:1][C:2]1[CH:3]=[CH:4][C:5]([C:8]2[C:9]([C:14]([NH:16][C:17]3[CH:47]=[CH:46][C:20]([C:21]([N:23]([CH3:45])[C:24]4[CH:29]=[CH:28][CH:27]=[CH:26][C:25]=4[S:30]([CH2:31][CH2:32][CH2:33][CH2:34][CH2:35][C:36]([N:38]4[CH2:39][CH2:40][N:41]([CH3:44])[CH2:42][CH2:43]4)=[O:37])=[O:56])=[O:22])=[CH:19][CH:18]=3)=[O:15])=[CH:10][CH:11]=[CH:12][CH:13]=2)=[CH:6][CH:7]=1. Procedure: A mixture of 4-(4′-methylbiphenyl-2-carboxamido)-N-methyl-N-[2-[5-(4-methylpiperazin-1-yl)carbonylpent-1-ylthio]phenyl]benzamide (500 mg) and m-chloroperbenzoic acid (133 mg) in dichloromethane (20 ml) was stirred in an ice bath for 2 hours and the solution was washed successively with saturated aqueous sodium hydrogen carbonate, water and brine. The organic solution was dried over magnesium sulfate and the solvent was evaporated in vacuo to give a syrup. The crude product was solidified with di...